Task: describe an organic reaction: reactants, conditions, products, and yield. Dataset: the Open Reaction Database (ORD), a public repository of structured organic reaction records The reactants are C(C)OC=1C=C(C=O)C=CC1O (3-Ethoxy-4-hydroxy-benzaldehyde), ICC (Iodoethane), C([O-])([O-])=O.[K+].[K+] (potassium carbonate). Run in CN(C=O)C (N,N-dimethylformamide). Conditions: time 10 minute. Yields the product 2L, C(C)OC=1C=C(C=O)C=CC1OCC (3,4-diethoxy-benzaldehyde). Isolated yield 93.5%. Reaction SMILES: [CH2:1]([O:3][C:4]1[CH:5]=[C:6]([CH:9]=[CH:10][C:11]=1[OH:12])[CH:7]=[O:8])[CH3:2].C(=O)([O-])[O-].[K+].[K+].I[CH2:20][CH3:21]>CN(C)C=O>[CH2:1]([O:3][C:4]1[CH:5]=[C:6]([CH:9]=[CH:10][C:11]=1[O:12][CH2:20][CH3:21])[CH:7]=[O:8])[CH3:2] |f:1.2.3|. Procedure details: 3-Ethoxy-4-hydroxy-benzaldehyde (Aldrich, 100 g, 0.602 mole) was dissolved in N,N-dimethylformamide (1 L). The reaction was placed under N2. Solid potassium carbonate (103 g, 0.662 moles) was added and the reaction was stirred 10 minutes. Iodoethane (175 g, 1.26 moles) was added and the reaction was stirred for 16 hours at room temperature. The reaction was monitored by thin-layer chromatography which indicated complete consumption of the phenol to give a new product. The reaction was filtered t... Starting materials: CCNCC, CC(=O)C(C)(C)C#N, CCOCC, CCOC(C)=O, O, c1ccncc1, O=Cc1ccncc1. The product is CC(C)(C#N)C(=O)C=Cc1ccncc1. RXN SMILES: [CH2:23]([NH:24][CH2:25][CH3:26])[CH3:27].[CH3:15][C:16]([C:17]#[N:18])([C:19]([CH3:20])=[O:21])[CH3:22].[CH3:28][CH2:29][O:30][CH2:31][CH3:32].[CH3:33][CH2:34][O:35][C:36](=[O:37])[CH3:38].[OH2:39].[cH:9]1[cH:10][cH:11][n:12][cH:13][cH:14]1.[n:1]1[cH:2][cH:3][c:4]([CH:7]=[O:8])[cH:5][cH:6]1>>[n:1]1[cH:2][cH:3][c:4]([CH:7]=[CH:20][C:19]([C:16]([CH3:15])([C:17]#[N:18])[CH3:22])=[O:21])[cH:5][cH:6]1. The reactants are C(#N)NC(SC)=NCCSCC=1NC2=C(N1)C=CC=C2 (N-cyano-N'-[2-(2-benzimidazolylmethylthio)ethyl]-S-methylisothiourea), C(C)N (ethylamine). Yields the product N1=C(NC2=C1C=CC=C2)CSCCNC(=NCC)NC#N (N-[2-(2-benzimidazolylmethylthio)ethyl]-N'-cyano-N"-ethylguanidine). Reaction SMILES: [C:1]([NH:3][C:4](=[N:7][CH2:8][CH2:9][S:10][CH2:11][C:12]1[NH:13][C:14]2[CH:20]=[CH:19][CH:18]=[CH:17][C:15]=2[N:16]=1)SC)#[N:2].[CH2:21]([NH2:23])[CH3:22]>>[N:16]1[C:15]2[CH:17]=[CH:18][CH:19]=[CH:20][C:14]=2[NH:13][C:12]=1[CH2:11][S:10][CH2:9][CH2:8][NH:7][C:4]([NH:3][C:1]#[N:2])=[N:23][CH2:21][CH3:22]. Procedure: Reacting N-cyano-N'-[2-(2-benzimidazolylmethylthio)ethyl]-S-methylisothiourea with ethylamine by the procedure of Example 4 gives N-[2-(2-benzimidazolylmethylthio)ethyl]-N'-cyano-N"-ethylguanidine. The reactants are C(C1=CC=CC=C1)C1N(C(OC1)=O)C(C(CC=C)CC1=C(C=C(C=C1Cl)OCC1=CC=CC=C1)Cl)=O (4-Benzyl-3-[2-(4-benzyloxy-2,6-dichloro-benzyl)-pent-4-enoyl]-oxazolidin-2-one), NaIO4, C1CCOC1.O (THF water). Reagents/catalysts: O=[Os](=O)(=O)=O (OsO4). Run at time 3 hour. The product is C(C1=CC=CC=C1)C1N(C(OC1)=O)C(C(CC=O)CC1=C(C=C(C=C1Cl)OCC1=CC=CC=C1)Cl)=O (4-(4-Benzyl-2-oxo-oxazolidin-3-yl)-3-(4-benzyloxy-2,6-dichloro-benzyl)-4-oxo-butyraldehyde). The yield is 28.5%. RXN SMILES: [CH2:1]([CH:8]1[CH2:12][O:11][C:10](=[O:13])[N:9]1[C:14](=[O:36])[CH:15]([CH2:19][C:20]1[C:25]([Cl:26])=[CH:24][C:23]([O:27][CH2:28][C:29]2[CH:34]=[CH:33][CH:32]=[CH:31][CH:30]=2)=[CH:22][C:21]=1[Cl:35])[CH2:16][CH:17]=C)[C:2]1[CH:7]=[CH:6][CH:5]=[CH:4][CH:3]=1.C1C[O:40]CC1.O>O=[Os](=O)(=O)=O>[CH2:1]([CH:8]1[CH2:12][O:11][C:10](=[O:13])[N:9]1[C:14](=[O:36])[CH:15]([CH2:19][C:20]1[C:25]([Cl:26])=[CH:24][C:23]([O:27][CH2:28][C:29]2[CH:34]=[CH:33][CH:32]=[CH:31][CH:30]=2)=[CH:22][C:21]=1[Cl:35])[CH2:16][CH:17]=[O:40])[C:2]1[CH:3]=[CH:4][CH:5]=[CH:6][CH:7]=1 |f:1.2|. Reported procedure: Dissolve 4-Benzyl-3-[2-(4-benzyloxy-2,6-dichloro-benzyl)-pent-4-enoyl]-oxazolidin-2-one (3.09 g, 5.89 mmol) in 3/1 mix of THF/water (100 ml). Add OsO4 (5.99 g, 0.59 mmol) and NaIO4 (3.82 g, 17.86 mmol). Stir the resulting suspension for 3 hr at room temperature. Quench with 1M solution of sodium thiosulfate (300 ml). Extract in ethyl acetate. Column separation affords 0.885 g (28.5%) of 4-(4-Benzyl-2-oxo-oxazolidin-3-yl)-3-(4-benzyloxy-2,6-dichloro-benzyl)-4-oxo-butyraldehyde. The reactants are Cc1ccc(Oc2nc3cccc([N+](=O)[O-])c3s2)c(C)c1, [Na+], O=C([O-])O, CN(C)C=O, O, O, Cl[Sn]Cl. The product is Cc1ccc(Oc2nc3cccc(N)c3s2)c(C)c1. As a reaction SMILES: [CH3:1][c:2]1[c:3]([O:4][c:5]2[s:6][c:7]3[c:8]([n:9]2)[cH:10][cH:11][cH:12][c:13]3[N+:14]([O-:15])=[O:16])[cH:17][cH:18][c:19]([CH3:21])[cH:20]1.[Na+:36].[O-:32][C:33]([OH:34])=[O:35].[O:27]=[CH:28][N:29]([CH3:30])[CH3:31].[OH2:22].[OH2:23].[Sn:24]([Cl:25])[Cl:26]>>[CH3:1][c:2]1[c:3]([O:4][c:5]2[s:6][c:7]3[c:8]([n:9]2)[cH:10][cH:11][cH:12][c:13]3[NH2:14])[cH:17][cH:18][c:19]([CH3:21])[cH:20]1. Reactants: NC=1C=C(C(=O)O)C=CC1 (3-amino-benzoic acid), NC1=C(C=C(C=C1C)C(C(F)(F)F)(O)C1=CC=C(C=C1)F)C (1-(4-amino-3,5-dimethyl-phenyl)-2,2,2-trifluoro-1-(4-fluorophenyl)-ethanol), N1=CC=CC=C1 (pyridine), S(=O)=NC=1C=C(C(=O)Cl)C=CC1 (3-sulfinylamino-benzoyl chloride), S(=O)=NC=1C=C(C(=O)Cl)C=CC1 (3-sulfinylamino-benzoyl chloride). Run in S(=O)(Cl)Cl (thionyl chloride), ClCCl (dichloromethane), ClCCl (dichloromethane), ClCCl (dichloromethane). Reaction conditions: time 1 hour. Yields the product NC=1C=C(C(=O)NC2=C(C=C(C=C2C)C(C(F)(F)F)(O)C2=CC=C(C=C2)F)C)C=CC1 (3-amino-N-{2,6-dimethyl-4-[2,2,2-trifluoro-1-(4-fluoro-phenyl)-1-hydroxy-ethyl]-phenyl}-benzamide). As a reaction SMILES: [NH2:1][C:2]1[C:7]([CH3:8])=[CH:6][C:5]([C:9]([C:15]2[CH:20]=[CH:19][C:18]([F:21])=[CH:17][CH:16]=2)([OH:14])[C:10]([F:13])([F:12])[F:11])=[CH:4][C:3]=1[CH3:22].S(=[N:25][C:26]1[CH:27]=[C:28]([CH:32]=[CH:33][CH:34]=1)[C:29](Cl)=[O:30])=O.NC1C=C(C=CC=1)C(O)=O.N1C=CC=CC=1>ClCCl.S(Cl)(Cl)=O>[NH2:25][C:26]1[CH:27]=[C:28]([CH:32]=[CH:33][CH:34]=1)[C:29]([NH:1][C:2]1[C:7]([CH3:8])=[CH:6][C:5]([C:9]([C:15]2[CH:20]=[CH:19][C:18]([F:21])=[CH:17][CH:16]=2)([OH:14])[C:10]([F:11])([F:12])[F:13])=[CH:4][C:3]=1[CH3:22])=[O:30]. Reported procedure: To a solution of 1-(4-amino-3,5-dimethyl-phenyl)-2,2,2-trifluoro-1-(4-fluorophenyl)-ethanol (Example I3) (0.313 g, 1.0 mmol) in absolute dichloromethane (10 ml), at 20° C., was added sequentially a solution of 3-sulfinylamino-benzoyl chloride (0.201 g, 1.0 mmol) (the 3-sulfinylamino-benzoyl chloride was prepared in situ by refluxing 3-amino-benzoic acid in thionyl chloride) in absolute dichloromethane (1 ml) and a solution of pyridine (0.087 g, 1.1 mmol) in absolute dichloromethane (1 ml). After... The reactants are [Si](C)(C)(C(C)(C)C)O[C@H](CN1C[C@H](CCC1)CC(=O)OCC)C1=CC=C(C=C1)C#N (ethyl 2-((R)-1-((S)-2-(tert-butyldimethylsilyloxy)-2-(4-cyanophenyl)ethyl)piperidin-3-yl)acetate), C([O-])(O)=O.[Na+] (sodium bicarbonate), Cl.NO (hydroxylamine hydrochloride). Run in C(C)(=O)OCC (ethyl acetate), CC(C)O (2-propanol). Reaction conditions: temperature 75 celsius. Product: O[C@@H](CN1C[C@@H](CCC1)CC(=O)OCC)C1=CC=C(C=C1)/C(/N)=N/O (ethyl 2-((S)-1-((R)-2-hydroxy-2-(4-((Z)—N′-hydroxycarbamimidoyl)phenyl)ethyl)piperidin-3-yl)acetate). The yield is 120.6%. RXN SMILES: [Si]([O:8][C@@H:9]([C:23]1[CH:28]=[CH:27][C:26]([C:29]#[N:30])=[CH:25][CH:24]=1)[CH2:10][N:11]1[CH2:16][CH2:15][CH2:14][C@H:13]([CH2:17][C:18]([O:20][CH2:21][CH3:22])=[O:19])[CH2:12]1)(C(C)(C)C)(C)C.C(=O)(O)[O-].[Na+].Cl.[NH2:37][OH:38]>CC(O)C.C(OCC)(=O)C>[OH:8][C@H:9]([C:23]1[CH:24]=[CH:25][C:26](/[C:29](=[N:37]/[OH:38])/[NH2:30])=[CH:27][CH:28]=1)[CH2:10][N:11]1[CH2:16][CH2:15][CH2:14][C@@H:13]([CH2:17][C:18]([O:20][CH2:21][CH3:22])=[O:19])[CH2:12]1 |f:1.2,3.4|. Reported procedure: To a mixture of ethyl 2-((R)-1-((S)-2-(tert-butyldimethylsilyloxy)-2-(4-cyanophenyl)ethyl)piperidin-3-yl)acetate (940 mg, 2.183 mmol) and sodium bicarbonate (733 mg, 8.73 mmol) in 2-propanol (50 mL) was added hydroxylamine hydrochloride (303 mg, 4.37 mmol). The reaction mixture was heated at 75° C. overnight. The reaction mixture was diluted with ethyl acetate and washed with saturated NaCl. The organic layer was dried MgSO4, filtered, and concentrated to yield 920 mg of ethyl 2-((S)-1-((R)-2-hy...